describe an organic reaction: reactants, conditions, products, and yield From a dataset of the Open Reaction Database (ORD), a public repository of structured organic reaction records. Starting materials: Cl.CC(CC(=O)O)C (3-methylbutanoic acid hydrochloride), N[C@H](C(=O)NC1=CC=C(C=C1)OC1=CC=C(C=C1)F)COCC1=CC=CC=C1 ((S)-2-amino-3-(benzyloxy)-N-(4-(4-fluorophenoxy)phenyl)propanamide). The product is Compound 233, C(C1=CC=CC=C1)OC[C@@H](C(=O)NC1=CC=C(C=C1)OC1=CC=C(C=C1)F)NC(CC(C)C)=O ((S)—N-(3-(benzyloxy)-1-(4-(4-fluorophenoxy)phenylamino)-1-oxopropan-2-yl)-3-methylbutanamide). Isolated yield 53.8%. As a reaction SMILES: Cl.[CH3:2][CH:3]([CH3:8])[CH2:4][C:5](O)=[O:6].[NH2:9][C@@H:10]([CH2:28][O:29][CH2:30][C:31]1[CH:36]=[CH:35][CH:34]=[CH:33][CH:32]=1)[C:11]([NH:13][C:14]1[CH:19]=[CH:18][C:17]([O:20][C:21]2[CH:26]=[CH:25][C:24]([F:27])=[CH:23][CH:22]=2)=[CH:16][CH:15]=1)=[O:12]>>[CH2:30]([O:29][CH2:28][C@H:10]([NH:9][C:5](=[O:6])[CH2:4][CH:3]([CH3:8])[CH3:2])[C:11]([NH:13][C:14]1[CH:19]=[CH:18][C:17]([O:20][C:21]2[CH:26]=[CH:25][C:24]([F:27])=[CH:23][CH:22]=2)=[CH:16][CH:15]=1)=[O:12])[C:31]1[CH:36]=[CH:35][CH:34]=[CH:33][CH:32]=1 |f:0.1|. Procedure details: Proceeding as in Example 1, but substituting 3-methylbutanoic acid hydrochloride and (S)-2-amino-3-(benzyloxy)-N-(4-(4-fluorophenoxy)phenyl)propanamide, gave Compound 233, (S)—N-(3-(benzyloxy)-1-(4-(4-fluorophenoxy)phenylamino)-1-oxopropan-2-yl)-3-methylbutanamide (3 mg, 53.8%). MS (EI) for C27H29FN2O4. found 465.5 (MH+). Reaction SMILES: [CH2:1]([C:7]1[CH:12]=[CH:11][C:10]([C:13]2[S:14][C:15]([C:18]3[CH:23]=[CH:22][C:21](O)=[CH:20][CH:19]=3)=[CH:16][N:17]=2)=[CH:9][CH:8]=1)[CH2:2][CH2:3][CH2:4][CH2:5][CH3:6].FC(S(O)(=O)=O)(F)F>N1C=CC=CC=1>[CH2:1]([C:7]1[CH:12]=[CH:11][C:10]([C:13]2[S:14][C:15]([C:18]3[CH:23]=[CH:22][C:21]([CH2:4][CH2:3][CH2:2][CH2:1][CH:7]4[CH2:12][CH2:11][CH2:10][CH2:9][CH2:8]4)=[CH:20][CH:19]=3)=[CH:16][N:17]=2)=[CH:9][CH:8]=1)[CH2:2][CH2:3][CH2:4][CH2:5][CH3:6]. Yield: 203.1%. Reaction conditions: time 1 hour. Yields the product C(CCCCC)C1=CC=C(C=C1)C=1SC(=CN1)C1=CC=C(C=C1)CCCCC1CCCCC1 (2-(4-hexylphenyl)-5-{4-(4-cyclohexylbutyl)phenyl}thiazole). The reactants are FC(F)(F)S(=O)(=O)O (trifluoromethylsulfonic acid), C(CCCCC)C1=CC=C(C=C1)C=1SC(=CN1)C1=CC=C(C=C1)O (4-{2-(4-hexylphenyl)thiazole-5-yl}phenol), ice water. Solvent: N1=CC=CC=C1 (pyridine). Procedure: 1.20 g of 4-{2-(4-hexylphenyl)thiazole-5-yl}phenol was dissolved in 2 ml of pyridine and cooled on an ice bath to which common salt was added. To the solution, 0.9 ml of anhydrous trifluoromethylsulfonic acid was added, followed by stirring for 1 hour. After the reaction, the reaction mixture was poured into ice water and subjected to extraction with ethyl acetate. The resultant organic layer was acidified by diluted hydrochloric acid, washed with common salt water (or brine) and dried with anhy... The reactants are O (water), [H-].[Na+] (Sodium hydride), CN(C)CCCOC1=C(C=C(C=C1)OCCCC)CCCO (N,N-dimethyl-3-[4-butoxy-2-(3-hydroxypropyl)phenoxy]propylamine), CI (methyl iodide). Solvent: O1CCCC1 (tetrahydrofuran). Conditions: temperature 25 celsius, time 0.5 hour. Yields the product CN(C)CCCOC1=C(C=C(C=C1)OCCCC)CCCOC (N,N-dimethyl-3-[4-butoxy-2-(3-methoxypropyl)phenoxy]propylamine). RXN SMILES: [H-].[Na+].[CH3:3][N:4]([CH2:6][CH2:7][CH2:8][O:9][C:10]1[CH:15]=[CH:14][C:13]([O:16][CH2:17][CH2:18][CH2:19][CH3:20])=[CH:12][C:11]=1[CH2:21][CH2:22][CH2:23][OH:24])[CH3:5].[CH3:25]I.O>O1CCCC1>[CH3:3][N:4]([CH2:6][CH2:7][CH2:8][O:9][C:10]1[CH:15]=[CH:14][C:13]([O:16][CH2:17][CH2:18][CH2:19][CH3:20])=[CH:12][C:11]=1[CH2:21][CH2:22][CH2:23][O:24][CH3:25])[CH3:5] |f:0.1|. Reported procedure: Sodium hydride (51 mg) was added portionwise over a period of 5 minutes to a stirred solution of N,N-dimethyl-3-[4-butoxy-2-(3-hydroxypropyl)phenoxy]propylamine (330 mg) in tetrahydrofuran (8 ml) at a temperature of 0° C. and under an atmosphere of argon. The reaction mixture was allowed to warm to 25° C. and stirred for a further 0.5 hour. The reaction mixture was cooled to 0° C. and methyl iodide (0.4 ml) added. The reaction mixture was allowed to warm to 25° C. and the reaction mixture was st... Reactants: N1(CCC1)C(=O)C1=CC(=C(OC=2C=C(C(=O)OC)C=C(C2)O[C@H](CO)C)C=C1)F (Methyl 3-[4-(azetidin-1-ylcarbonyl)-2-fluorophenoxy]-5-[(1S)-2-hydroxy-1-methylethoxy]benzoate), [OH-].[Li+] (lithium hydroxide), resultant mixture. Solvent: C1CCOC1 (THF), O (water), O (Water). Yields the product N1(CCC1)C(=O)C1=CC(=C(OC=2C=C(C(=O)O)C=C(C2)O[C@H](CO)C)C=C1)F (3-[4-(Azetidin-1-ylcarbonyl)-2-fluorophenoxy]-5-[(1S)-2-hydroxy-1-methylethoxy]benzoic acid). Reaction SMILES: [N:1]1([C:5]([C:7]2[CH:28]=[CH:27][C:10]([O:11][C:12]3[CH:13]=[C:14]([CH:19]=[C:20]([O:22][C@@H:23]([CH3:26])[CH2:24][OH:25])[CH:21]=3)[C:15]([O:17]C)=[O:16])=[C:9]([F:29])[CH:8]=2)=[O:6])[CH2:4][CH2:3][CH2:2]1.[OH-].[Li+]>C1COCC1.O>[N:1]1([C:5]([C:7]2[CH:28]=[CH:27][C:10]([O:11][C:12]3[CH:13]=[C:14]([CH:19]=[C:20]([O:22][C@@H:23]([CH3:26])[CH2:24][OH:25])[CH:21]=3)[C:15]([OH:17])=[O:16])=[C:9]([F:29])[CH:8]=2)=[O:6])[CH2:4][CH2:3][CH2:2]1 |f:1.2|. Procedure details: Methyl 3-[4-(azetidin-1-ylcarbonyl)-2-fluorophenoxy]-5-[(1S)-2-hydroxy-1-methylethoxy]benzoate (100 mg, 0.25 mmol) was dissolved in THF (2.0 mL and water (0.2 mL) and solid lithium hydroxide (21 mg, 0.5 mmol) added. The resultant mixture was stirred at ambient temperature for 16 hours. Water (10 mL) was added and the mixture partially reduced in vacuo and then extracted with ethyl acetate. The aqueous liquors were acidified with 1M hydrochloric acid and re-extracted with ethyl acetate (2×10 mL).... Starting materials: Cc1ccccc1, O=C(Cl)Cl, Nc1ccccc1. Yields the product O=C(Cl)Nc1ccccc1. Reaction SMILES: [CH3:12][c:13]1[cH:14][cH:15][cH:16][cH:17][cH:18]1.[Cl:1][C:2]([Cl:3])=[O:4].[NH2:5][c:6]1[cH:7][cH:8][cH:9][cH:10][cH:11]1>>[Cl:1][C:2](=[O:4])[NH:5][c:6]1[cH:7][cH:8][cH:9][cH:10][cH:11]1. Starting materials: COC(=O)c1cccc(OC(=O)N2CCC(CN(C(=O)OC(C)(C)C)C(C)c3cccc4ccccc34)C(c3cccc(F)c3)C2)c1, C1CCOC1, CCOC(C)=O, CO, [Na+], [OH-], O. Product: CC(c1cccc2ccccc12)N(CC1CCN(C(=O)Oc2cccc(C(=O)O)c2)CC1c1cccc(F)c1)C(=O)OC(C)(C)C. RXN SMILES: [C:1]([CH3:2])([CH3:3])([CH3:4])[O:5][C:6](=[O:7])[N:8]([CH:9]([CH3:10])[c:11]1[cH:12][cH:13][cH:14][c:15]2[cH:16][cH:17][cH:18][cH:19][c:20]12)[CH2:21][CH:22]1[CH:23]([c:41]2[cH:42][c:43]([F:47])[cH:44][cH:45][cH:46]2)[CH2:24][N:25]([C:28](=[O:29])[O:30][c:31]2[cH:32][c:33]([C:37](=[O:38])[O:39][CH3:40])[cH:34][cH:35][cH:36]2)[CH2:26][CH2:27]1.[CH2:57]1[O:58][CH2:59][CH2:60][CH2:61]1.[CH3:50][CH2:51][O:52][C:53](=[O:54])[CH3:55].[CH3:62][OH:63].[Na+:49].[OH-:48].[OH2:56]>>[C:1]([CH3:2])([CH3:3])([CH3:4])[O:5][C:6](=[O:7])[N:8]([CH:9]([CH3:10])[c:11]1[cH:12][cH:13][cH:14][c:15]2[cH:16][cH:17][cH:18][cH:19][c:20]12)[CH2:21][CH:22]1[CH:23]([c:41]2[cH:42][c:43]([F:47])[cH:44][cH:45][cH:46]2)[CH2:24][N:25]([C:28](=[O:29])[O:30][c:31]2[cH:32][c:33]([C:37](=[O:38])[OH:39])[cH:34][cH:35][cH:36]2)[CH2:26][CH2:27]1.